This data is from the Open Reaction Database (ORD), a public repository of structured organic reaction records. The task is: describe an organic reaction: reactants, conditions, products, and yield Starting materials: liquid, C(C(C)(C)C)(=O)OC (methyl pivaloate), C(C)#N (acetonitrile), ferric chloride, [Na] (sodium). The reagents and catalysts are N (ammonia). The solvent is CCOCC (ether), C(C)OCC (diethyl ether). Run at time 30 minute. Product: CC(C(CC#N)=O)(C)C (4,4-Dimethyl-3-Oxo-Pentanonitrile). Yield: 88.3%. Reaction SMILES: [Na].[C:2](#[N:4])[CH3:3].[C:5](OC)(=[O:10])[C:6]([CH3:9])([CH3:8])[CH3:7]>C(OCC)C.N>[CH3:7][C:6]([CH3:9])([CH3:8])[C:5](=[O:10])[CH2:3][C:2]#[N:4] |^1:0|. Reported procedure: To 2.5 l of liquid ammonia containing 2.5 g of anhydrous ferric chloride was cautiously added 132 g of sodium metal portionwise while keeping the temperature of the reaction mixture at -50° C. To this portion was added rapidly a solution of 234 g of acetonitrile diluted with 300 ml of anhydrous diethyl ether followed by the controlled addition of a solution of 332 g methyl pivaloate diluted with 300 ml anhydrous ether at such a rate that the reaction temperature did not exceed -30° C. Allowed re... Reactants: Cl.FC=1C=C(C=CC1)C=1C(=C2C=CC(=CC2=CC1)O)OC1=CC=C(C=C1)OCCN1CCCCC1 (6-(3-fluoro-phenyl)-5-[4-(2-piperidin-1-yl-ethoxy)-phenoxy]-naphthalen-2-ol hydrochloride), Cl.FC=1C=C(C=CC1)C1=C(C2=CC=C(C=C2C=C1)OC)OC1=CC=C(OCCN2CCCCCC2)C=C1 (1-(2-{-4-[2-(3-fluoro-phenyl)-6-methoxy-naphthalen-1-yloxy]-phenoxy}-ethyl)-azepane hydrochloride). Product: Cl.N1(CCCCCC1)CCOC1=CC=C(OC2=C3C=CC(=CC3=CC=C2C2=CC(=CC=C2)F)O)C=C1 (5-[4-(2-Azepan-1-yl-ethoxy)-phenoxy]-6-(3-fluoro-phenyl)-naphthalen-2-ol hydrochloride). Isolated yield 52.0%. RXN SMILES: [ClH:1].FC1C=C(C2C(OC3C=CC(OCCN4CCCCC4)=CC=3)=C3C(=CC=2)C=C(O)C=C3)C=CC=1.Cl.[F:37][C:38]1[CH:39]=[C:40]([C:44]2[CH:53]=[CH:52][C:51]3[C:46](=[CH:47][CH:48]=[C:49]([O:54]C)[CH:50]=3)[C:45]=2[O:56][C:57]2[CH:72]=[CH:71][C:60]([O:61][CH2:62][CH2:63][N:64]3[CH2:70][CH2:69][CH2:68][CH2:67][CH2:66][CH2:65]3)=[CH:59][CH:58]=2)[CH:41]=[CH:42][CH:43]=1>>[ClH:1].[N:64]1([CH2:63][CH2:62][O:61][C:60]2[CH:59]=[CH:58][C:57]([O:56][C:45]3[C:44]([C:40]4[CH:41]=[CH:42][CH:43]=[C:38]([F:37])[CH:39]=4)=[CH:53][CH:52]=[C:51]4[C:46]=3[CH:47]=[CH:48][C:49]([OH:54])=[CH:50]4)=[CH:72][CH:71]=2)[CH2:70][CH2:69][CH2:68][CH2:67][CH2:66][CH2:65]1 |f:0.1,2.3,4.5|. Procedure details: Prepare this compound following the procedure to make 6-(3-fluoro-phenyl)-5-[4-(2-piperidin-1-yl-ethoxy)-phenoxy]-naphthalen-2-ol hydrochloride above starting with 1-(2-{-4-[2-(3-fluoro-phenyl)-6-methoxy-naphthalen-1-yloxy]-phenoxy}-ethyl)-azepane hydrochloride, to get a 52% yield of the free of the title compound after radial chromatography. Form the hydrochloride salt by adding 0.8 mL of a 1 M HCl in Et2O solution: mass spectrum (ion spray) m/z=472 (M−Cl). Reactants: COC(=O)C=1N=CC=2C(N(C=CC2C1O)CC1=CC=CC=C1)=O (7-benzyl-4-hydroxy-8-oxo-7,8-dihydro-[2,7]naphthyridine-3-carboxylic acid methyl ester), C(C)(C)(C)OC(NCCCN)=O ((3-amino-propyl)-carbamic acid tert-butyl ester). Solvent: CCO (EtOH), CCOC(=O)C (EtOAc). Product: C(C)(C)(C)OC(NCCCNC(=O)C=1N=CC=2C(N(C=CC2C1O)CC1=CC=CC=C1)=O)=O ({3-[(7-Benzyl-4-hydroxy-8-oxo-7,8-dihydro-[2,7]naphthyridine-3-carbonyl)-amino]propyl}-carbamic acid tert-butyl ester). The yield is 55.2%. RXN SMILES: CO[C:3]([C:5]1[N:6]=[CH:7][C:8]2[C:9](=[O:23])[N:10]([CH2:16][C:17]3[CH:22]=[CH:21][CH:20]=[CH:19][CH:18]=3)[CH:11]=[CH:12][C:13]=2[C:14]=1[OH:15])=[O:4].[C:24]([O:28][C:29](=[O:35])[NH:30][CH2:31][CH2:32][CH2:33][NH2:34])([CH3:27])([CH3:26])[CH3:25]>CCO.CCOC(C)=O>[C:24]([O:28][C:29](=[O:35])[NH:30][CH2:31][CH2:32][CH2:33][NH:34][C:3]([C:5]1[N:6]=[CH:7][C:8]2[C:9](=[O:23])[N:10]([CH2:16][C:17]3[CH:18]=[CH:19][CH:20]=[CH:21][CH:22]=3)[CH:11]=[CH:12][C:13]=2[C:14]=1[OH:15])=[O:4])([CH3:27])([CH3:25])[CH3:26]. Reported procedure: A mixture of 7-benzyl-4-hydroxy-8-oxo-7,8-dihydro-[2,7]naphthyridine-3-carboxylic acid methyl ester (100 mg, 0.32 mmol) and (3-amino-propyl)-carbamic acid tert-butyl ester (67 mg, 0.39 mmol) in EtOH (8 mL) was refluxed for 16 h. After cooling to r.t., mixture was diluted with EtOAc and washed with a pH 3 aqueous solution until the washes became acidic. The organic layer was dried over MgSO4 and concentrated. The crude product was purified by silica gel chromatography (0-5% MeOH/CH2Cl2) to give 8... The reactants are [Li]CCCC (n-BuLi), C(C)(=O)OC(C)(C)C (tert-Butyl acetate), C(C1=CC=CC=C1)OC=1C=C(C=CC1)CCC(=O)C1CCCC1 (3-(3-Benzyloxy-phenyl)-1-cyclopentyl-propan-1-one), C(C)(C)NC(C)C (Diisopropyl amine). The solvent is hexanes, C1CCOC1 (THF), C1CCOC1 (THF), C(C)(=O)O (acetic acid), C1CCOC1 (THF). Run at temperature -15 celsius, time 20 minute. Product: C(C)(C)(C)OC(CC(CCC1=CC(=CC=C1)OCC1=CC=CC=C1)(O)C1CCCC1)=O (5-(3-Benzyloxy-phenyl)-3-cyclopentyl-3-hydroxy-pentanoic acid tert-butyl ester). RXN SMILES: C(NC(C)C)(C)C.[Li]CCCC.[C:13]([O:16][C:17]([CH3:20])([CH3:19])[CH3:18])(=[O:15])[CH3:14].[CH2:21]([O:28][C:29]1[CH:30]=[C:31]([CH2:35][CH2:36][C:37]([CH:39]2[CH2:43][CH2:42][CH2:41][CH2:40]2)=[O:38])[CH:32]=[CH:33][CH:34]=1)[C:22]1[CH:27]=[CH:26][CH:25]=[CH:24][CH:23]=1>C1COCC1.C(O)(=O)C>[C:17]([O:16][C:13](=[O:15])[CH2:14][C:37]([CH:39]1[CH2:43][CH2:42][CH2:41][CH2:40]1)([OH:38])[CH2:36][CH2:35][C:31]1[CH:32]=[CH:33][CH:34]=[C:29]([O:28][CH2:21][C:22]2[CH:23]=[CH:24][CH:25]=[CH:26][CH:27]=2)[CH:30]=1)([CH3:20])([CH3:19])[CH3:18]. Reported procedure: Diisopropyl amine (9.56 mL, 68.2 mmol) was dissolved in freshly distilled THF (30 mL) and cooled to -15° C. with a dry ice/acetone bath. 1.6M n-BuLi (42.7 mL, 68.2 mmol) in hexanes was then added dropwise over 20 minutes. The solution was then cooled to -40° C. and allowed to stir for 20 minutes. tert-Butyl acetate (9.2 mL, 68.2 mmol) was then dissolved in freshly distilled THF (20 mL) and added dropwise over 30 minutes to the -40° C. solution. This was allowed to stir for an additional 30 minut... Reactants: [Cl-].[Cl-].[Ca+2] (CaCl2), ClC1=NC=CC=C1[N+](=O)[O-] (2-chloro-3-nitropyridine), C(=O)([O-])[O-].[Na+].[Na+] (Na2CO3), CNCC1=CC=CC=C1 (N-methylbenzylamine), Cl (HCl). Run in C1CCOC1 (THF). Yields the product C(C1=CC=CC=C1)N(C1=NC=CC=C1[N+](=O)[O-])C (N-benzyl-N-methyl-3-nitropyridin-2-amine). As a reaction SMILES: Cl[C:2]1[C:7]([N+:8]([O-:10])=[O:9])=[CH:6][CH:5]=[CH:4][N:3]=1.C([O-])([O-])=O.[Na+].[Na+].[CH3:17][NH:18][CH2:19][C:20]1[CH:25]=[CH:24][CH:23]=[CH:22][CH:21]=1.[Cl-].[Cl-].[Ca+2].Cl>C1COCC1>[CH2:19]([N:18]([CH3:17])[C:2]1[C:7]([N+:8]([O-:10])=[O:9])=[CH:6][CH:5]=[CH:4][N:3]=1)[C:20]1[CH:25]=[CH:24][CH:23]=[CH:22][CH:21]=1 |f:1.2.3,5.6.7|. Procedure: The mixture of 2-chloro-3-nitropyridine (15 g), Na2CO3 (10.03 g) and N-methylbenzylamine (24.42 mL) in THF (150 mL) was stirred at 80° C. under a dry atmosphere (CaCl2 tube) overnight. The mixture was neutralized with 1N HCl at 0° C. and extracted with EtOAc. The organic layer was separated, washed with water and brine, dried over MgSO4 and concentrated in vacuo. The residue was purified by column chromatography (silica gel, eluted with 0%-30% EtOAc in hexane) to give N-benzyl-N-methyl-3-nitropy... The reactants are CN(CC(O)C(Oc1ccccc1[N+](=O)[O-])c1ccccc1)C(=O)CCl, [H-], [Na+], CN(C)C=O, O. Yields the product CN1CC(C(Oc2ccccc2[N+](=O)[O-])c2ccccc2)OCC1=O. As a reaction SMILES: [Cl:1][CH2:2][C:3](=[O:4])[N:5]([CH3:6])[CH2:7][CH:8]([CH:9]([O:10][c:11]1[c:12]([N+:17](=[O:18])[O-:19])[cH:13][cH:14][cH:15][cH:16]1)[c:20]1[cH:21][cH:22][cH:23][cH:24][cH:25]1)[OH:26].[H-:28].[Na+:27].[O:30]=[CH:31][N:32]([CH3:33])[CH3:34].[OH2:29]>>[CH2:2]1[C:3](=[O:4])[N:5]([CH3:6])[CH2:7][CH:8]([CH:9]([O:10][c:11]2[c:12]([N+:17](=[O:18])[O-:19])[cH:13][cH:14][cH:15][cH:16]2)[c:20]2[cH:21][cH:22][cH:23][cH:24][cH:25]2)[O:26]1. Starting materials: CN(C)NC(=O)C1(Cc2ccccc2)CCN(C(=O)OC(C)(C)C)CC1, ClCCl, O=C(O)C(F)(F)F. Product: CN(C)NC(=O)C1(Cc2ccccc2)CCNCC1. Reaction SMILES: [C:1]([O:2][C:3](=[O:4])[N:8]1[CH2:9][CH2:10][C:11]([C:14](=[O:15])[NH:16][N:17]([CH3:18])[CH3:19])([CH2:20][c:21]2[cH:22][cH:23][cH:24][cH:25][cH:26]2)[CH2:12][CH2:13]1)([CH3:5])([CH3:6])[CH3:7].[CH2:34]([Cl:35])[Cl:36].[OH:27][C:28]([C:29]([F:30])([F:31])[F:32])=[O:33]>>[NH:8]1[CH2:9][CH2:10][C:11]([C:14](=[O:15])[NH:16][N:17]([CH3:18])[CH3:19])([CH2:20][c:21]2[cH:22][cH:23][cH:24][cH:25][cH:26]2)[CH2:12][CH2:13]1.